This data is from the Open Reaction Database (ORD), a public repository of structured organic reaction records. The task is: describe an organic reaction: reactants, conditions, products, and yield Reactants: OC1=CC=C(C(=O)NN)C=C1 (4-hydroxybenzoic hydrazide), Cl.NC1=CC=CC=C1 (aniline hydrochloride), C1(=CC=CC=C1)OC(C1=CC=C(C=C1)O)=O (phenyl-4-hydroxybenzoate), C1(=CC=CC=C1)O (phenol). Solvent: three. Run at temperature 220 celsius, time 2 hour. The product is OC1=CC=C(C=C1)C1=NN=C(N1C1=CC=CC=C1)C1=CC=C(C=C1)O (3,5-Bis(4-hydroxyphenyl)-4-phenyl-1,2,4-triazole). Yield: 49.9%. As a reaction SMILES: [OH:1][C:2]1[CH:11]=[CH:10][C:5]([C:6]([NH:8][NH2:9])=O)=[CH:4][CH:3]=1.C1(O[C:19](=O)[C:20]2[CH:25]=[CH:24][C:23]([OH:26])=[CH:22][CH:21]=2)C=CC=CC=1.C1(O)C=CC=CC=1.Cl.[NH2:36][C:37]1[CH:42]=[CH:41][CH:40]=[CH:39][CH:38]=1>>[OH:1][C:2]1[CH:11]=[CH:10][C:5]([C:6]2[N:36]([C:37]3[CH:42]=[CH:41][CH:40]=[CH:39][CH:38]=3)[C:19]([C:20]3[CH:21]=[CH:22][C:23]([OH:26])=[CH:24][CH:25]=3)=[N:9][N:8]=2)=[CH:4][CH:3]=1 |f:3.4|. Reported procedure: Into a 500 ml three neck round bottom flask equipped with a magnetic stirbar, nitrogen inlet, glass stopper, and distillation head was placed 4-hydroxybenzoic hydrazide (60.9 g, 0.4 mol) and phenyl-4-hydroxybenzoate (85.7 g, 0.4 mol). The mixture was heated to approximately 220° C. by use of a Wood's metal bath. The solids melt and phenol began to evolve and was removed via the distillation head. After two hours, aniline hydrochloride (103.6 g, 0.8 mol) was added and the temperature was increase... Starting materials: C(C)OC(=O)C=1C(C2=C(N=C(N=C2)NC2=CC=C(C=C2)N2CCN(CC2)C)N(C1)C1C2CCC(C1)C2)=O (8-Bicyclo[2.2.1]hept-2-yl-2-[4-(4-methyl-piperazin-1-yl)-phenylamino]-5-oxo-5,8-dihydro-pyrido[2,3-d]pyrimidine-6-carboxylic acid ethyl ester), C(C)N (ethylamine). Run in CO (MeOH). Reaction conditions: temperature 80 celsius, time 16 hour. Product: C(C)NC(=O)C=1C(C2=C(N=C(N=C2)NC2=CC=C(C=C2)N2CCN(CC2)C)N(C1)C1C2CCC(C1)C2)=O (8-bicyclo[2.2.1]hept-2-yl-2-[4-(4-methyl-piperazin-1-yl)-phenylamino]-5-oxo-5,8-dihydro-pyrido[2,3-d]pyrimidine-6-carboxylic acid ethylamide). RXN SMILES: C([O:3][C:4]([C:6]1[C:7](=[O:37])[C:8]2[CH:13]=[N:12][C:11]([NH:14][C:15]3[CH:20]=[CH:19][C:18]([N:21]4[CH2:26][CH2:25][N:24]([CH3:27])[CH2:23][CH2:22]4)=[CH:17][CH:16]=3)=[N:10][C:9]=2[N:28]([CH:30]2[CH2:35][CH:34]3[CH2:36][CH:31]2[CH2:32][CH2:33]3)[CH:29]=1)=O)C.[CH2:38]([NH2:40])[CH3:39]>CO>[CH2:38]([NH:40][C:4]([C:6]1[C:7](=[O:37])[C:8]2[CH:13]=[N:12][C:11]([NH:14][C:15]3[CH:20]=[CH:19][C:18]([N:21]4[CH2:26][CH2:25][N:24]([CH3:27])[CH2:23][CH2:22]4)=[CH:17][CH:16]=3)=[N:10][C:9]=2[N:28]([CH:30]2[CH2:35][CH:34]3[CH2:36][CH:31]2[CH2:32][CH2:33]3)[CH:29]=1)=[O:3])[CH3:39]. Procedure: 8-Bicyclo[2.2.1]hept-2-yl-2-[4-(4-methyl-piperazin-1-yl)-phenylamino]-5-oxo-5,8-dihydro-pyrido[2,3-d]pyrimidine-6-carboxylic acid ethyl ester (5.7 mg, 0.11 mmol) was dissolved in MeOH (1 mL) and ethylamine (1 mL of 1.0 M solution in THF, 1.0 mmol) was added and the reaction mixture was heated at 80° C. After 16 h, the solution was cooled to rt and purified by preparative HPLC (C-18 column, 32 mL/min 5-100% MeCN/H2O gradient over 15 min) and lyophilized to provide 3.7 of 8-bicyclo[2.2.1]hept-2-yl... Starting materials: NC1=C(C(NC(N1CC1=CC=CC=C1)=O)=O)NC (6-Amino-1-benzyl-5-methylaminouracil), [H-].[Na+] (sodium hydride), C(C)(=O)O[C@@H](CCCCCl)C ((R)-5-acetoxy-1-chlorohexane). Run in CS(=O)C (dimethylsulfoxide). Run at temperature 75 celsius, time 30 minute. Product: C(C)(=O)O[C@@H](CCCCN1C(N(C(=C(C1=O)NC)N)CC1=CC=CC=C1)=O)C ((R)-3-(5-acetoxyhexyl)-6-amino-1-benzyl-5-methylaminouracil). The yield is 47.2%. As a reaction SMILES: [NH2:1][C:2]1[N:7]([CH2:8][C:9]2[CH:14]=[CH:13][CH:12]=[CH:11][CH:10]=2)[C:6](=[O:15])[NH:5][C:4](=[O:16])[C:3]=1[NH:17][CH3:18].[H-].[Na+].[C:21]([O:24][C@H:25]([CH3:31])[CH2:26][CH2:27][CH2:28][CH2:29]Cl)(=[O:23])[CH3:22]>CS(C)=O>[C:21]([O:24][C@H:25]([CH3:31])[CH2:26][CH2:27][CH2:28][CH2:29][N:5]1[C:4](=[O:16])[C:3]([NH:17][CH3:18])=[C:2]([NH2:1])[N:7]([CH2:8][C:9]2[CH:14]=[CH:13][CH:12]=[CH:11][CH:10]=2)[C:6]1=[O:15])(=[O:23])[CH3:22] |f:1.2|. Reported procedure: 6-Amino-1-benzyl-5-methylaminouracil (11 g, 43 mmol) was added to a suspension of sodium hydride (1.032 mg, 43 mmol) in anhydrous dimethylsulfoxide (75 ml). After stirring for 30 minutes, (R)-5-acetoxy-1-chlorohexane (7.675 g, 43 mmol) was added. The mixture was heated at 70-80° C. for 12 hours. After cooling to room temperature, the reaction was quenched by the addition of water (150 ml) and extracted with ethyl acetate (3x 125 ml). The combined extracts were washed with water (2x 50 ml), with ... Reactants: CC1=CC=C(C=C1)S(=O)(=O)OC=1C=CC=C2C=CC=C(C12)S(=O)(=O)[O-].[Na+] (sodium 8-(4′-methylphenylsulfonyloxy)naphthalene-1-sulfonate), [Cl-].C1(=CC=CC=C1)[S+](C1=CC=CC=C1)C1=CC=CC=C1 (triphenylsulfonium chloride). The solvent is ClCCl (dichloromethane). Run at time 1 hour. The product is CC1=CC=C(C=C1)S(=O)(=O)OC=1C=CC=C2C=CC=C(C12)S(=O)(=O)[O-].C1(=CC=CC=C1)[S+](C1=CC=CC=C1)C1=CC=CC=C1 (triphenylsulfonium 8-(4′-methylphenylsulfonyloxy)naphthalene-1-sulfonate). Yield: 43.0%. RXN SMILES: [CH3:1][C:2]1[CH:7]=[CH:6][C:5]([S:8]([O:11][C:12]2[CH:13]=[CH:14][CH:15]=[C:16]3[C:21]=2[C:20]([S:22]([O-:25])(=[O:24])=[O:23])=[CH:19][CH:18]=[CH:17]3)(=[O:10])=[O:9])=[CH:4][CH:3]=1.[Na+].[Cl-].[C:28]1([S+:34]([C:41]2[CH:46]=[CH:45][CH:44]=[CH:43][CH:42]=2)[C:35]2[CH:40]=[CH:39][CH:38]=[CH:37][CH:36]=2)[CH:33]=[CH:32][CH:31]=[CH:30][CH:29]=1>ClCCl>[CH3:1][C:2]1[CH:3]=[CH:4][C:5]([S:8]([O:11][C:12]2[CH:13]=[CH:14][CH:15]=[C:16]3[C:21]=2[C:20]([S:22]([O-:25])(=[O:24])=[O:23])=[CH:19][CH:18]=[CH:17]3)(=[O:9])=[O:10])=[CH:6][CH:7]=1.[C:41]1([S+:34]([C:28]2[CH:29]=[CH:30][CH:31]=[CH:32][CH:33]=2)[C:35]2[CH:40]=[CH:39][CH:38]=[CH:37][CH:36]=2)[CH:42]=[CH:43][CH:44]=[CH:45][CH:46]=1 |f:0.1,2.3,5.6|. Reported procedure: The sodium 8-(4′-methylphenylsulfonyloxy)naphthalene-1-sulfonate crude product obtained in Synthesis Example 3, 26 g, was added to a quarter of the aqueous triphenylsulfonium chloride solution obtained in Synthesis Example 4 and 100 g of dichloromethane, which was stirred for one hour at room temperature. The organic layer was separated, washed with 100 g of water, and concentrated in vacuum. The residue, 32 g, was purified by recrystallization from diethyl ether, obtaining the end product, trip... Reactants: [O-2].[Al+3].[O-2].[O-2].[Al+3] (aluminium oxide), ClC1=CC=2C(=NC(N2)=O)C=C1[N+](=O)[O-] (5-chloro-6-nitrobenzimidazolone), [H][H] (hydrogen). Reagents/catalysts: N.O[V](=O)=O (ammonium vanadate), [Pt] (platinum). The solvent is O (water). Conditions: temperature 65 celsius. Yields the product NC1=CC=2C(=NC(N2)=O)C=C1Cl (5-amino-6-chlorobenzimidazolone). Yield: 95.3%. As a reaction SMILES: [O-2].[Al+3].[O-2].[O-2].[Al+3].[Cl:6][C:7]1[C:16]([N+:17]([O-])=O)=[CH:15][C:10]2=[N:11][C:12](=[O:14])[N:13]=[C:9]2[CH:8]=1.[H][H]>N.O[V](=O)=O.[Pt].O>[NH2:17][C:16]1[C:7]([Cl:6])=[CH:8][C:9]2=[N:13][C:12](=[O:14])[N:11]=[C:10]2[CH:15]=1 |f:0.1.2.3.4,7.8|. Procedure details: 0.01 g of ammonium vanadate and 8 g of aluminium oxide granules containing 0.5% by weight of metallic platinum and having a particle size of 3.2 mm (from Acros Organics) are added to a suspension consisting of 200 ml of water and 21.4 g of 5-chloro-6-nitrobenzimidazolone. After displacing the air with nitrogen, the latter is replaced by hydrogen at atmospheric pressure and the suspension is stirred at 65° C. At a hydrogen absorption of 85% of theory, another 50 ml of water are added to improve t...